Dataset: the Open Reaction Database (ORD), a public repository of structured organic reaction records. Task: describe an organic reaction: reactants, conditions, products, and yield Starting materials: CO, O=C(O)Cc1c[nH]c2ccccc12, O=S(Cl)Cl. Yields the product COC(=O)Cc1c[nH]c2ccccc12. RXN SMILES: [CH3:18][OH:19].[OH:1][C:2](=[O:3])[CH2:4][c:5]1[cH:6][nH:7][c:8]2[cH:9][cH:10][cH:11][cH:12][c:13]12.[S:14]([Cl:15])([Cl:16])=[O:17]>>[O:1]([C:2](=[O:3])[CH2:4][c:5]1[cH:6][nH:7][c:8]2[cH:9][cH:10][cH:11][cH:12][c:13]12)[CH3:18].